describe an organic reaction: reactants, conditions, products, and yield From a dataset of the Open Reaction Database (ORD), a public repository of structured organic reaction records. Yields the product BrC1=CC=C2C=3C(C4=C(C(C3NC2=C1)(C)C)C=CC(=C4)O)=O (3-Bromo-9-hydroxy-6,6-dimethyl-5,6-dihydro-benzo[b]carbazol-11-one). As a reaction SMILES: [Br:1][C:2]1[CH:14]=[C:13]2[C:5]([C:6]3[C:7](=[O:23])[C:8]4[CH:20]=[C:19]([O:21]C)[CH:18]=[CH:17][C:9]=4[C:10]([CH3:16])([CH3:15])[C:11]=3[NH:12]2)=[CH:4][CH:3]=1.[Cl-].[NH+]1C=CC=CC=1.O>C(OCC)(=O)C>[Br:1][C:2]1[CH:14]=[C:13]2[C:5]([C:6]3[C:7](=[O:23])[C:8]4[CH:20]=[C:19]([OH:21])[CH:18]=[CH:17][C:9]=4[C:10]([CH3:16])([CH3:15])[C:11]=3[NH:12]2)=[CH:4][CH:3]=1 |f:1.2|. Reactants: BrC1=CC=C2C=3C(C4=C(C(C3NC2=C1)(C)C)C=CC(=C4)OC)=O (3-Bromo-9-methoxy-6,6-dimethyl-5,6-dihydro-benzo[b]carbazol-11-one), [Cl-].[NH+]1=CC=CC=C1 (pyridinium chloride), O (water). Yield: 101.9%. Reported procedure: 3-Bromo-9-methoxy-6,6-dimethyl-5,6-dihydro-benzo[b]carbazol-11-one (Compound JJ1, 1.50 g, 4.05 mmol) and pyridinium chloride (15.2 g, 32.5 eq.) were stirred at 160° C. for 12 hr under nitrogen atmosphere. After cooling, water and ethyl acetate were added and the resulting suspension was filtered. The organic layer was washed with water and saturated brine and dried over magnesium sulfate. After filtration and the concentration under reduced pressure, the resulting residues were washed with MTBE ... Run in C(C)(=O)OCC (ethyl acetate).